This data is from the Open Reaction Database (ORD), a public repository of structured organic reaction records. The task is: describe an organic reaction: reactants, conditions, products, and yield Reactants: BrC1=CC=C(C=C1)S(=O)(=O)O[C@@H]1C[C@@H]2N(C([C@H](CCCCC\C=C/[C@H]3[C@](NC2=O)(C3)C(=O)OCC)NC(=O)OC(C)(C)C)=O)C1 ((2R,6S,13aS,14aR,16aS,Z)-ethyl 2-(4-bromophenylsulfonyloxy)-6-(tert-butoxycarbonylamino)-5,16-dioxo-1,2,3,5,6,7,8,9,10,11,13a,14,14a,15,16,16a-hexadecahydrocyclopropa[e]pyrrolo[1,2-a][1,4]diazacyclopentadecine-14a-carboxylate), FC=1C=CC2=C3C=CC=CC3=C(N=C2C1)O (3-Fluorophenanthridin-6-ol), C([O-])([O-])=O.[Cs+].[Cs+] (cesium carbonate). The solvent is CN(C=O)C (dimethylformamide). Run at temperature 80 celsius. Product: C(C)(C)(C)OC(=O)N[C@H]1CCCCC\C=C/[C@H]2[C@](NC([C@H]3N(C1=O)C[C@@H](C3)OC=3N=C1C=C(C=CC1=C1C=CC=CC31)F)=O)(C2)C(=O)OCC ((2R,6S,13aS,14aR,16aS,Z)-ethyl 6-(tert-butoxycarbonylamino)-2-(3-fluorophenanthridin-6-yloxy)-5,16-dioxo-1,2,3,5,6,7,8,9,10,11,13a,14,14a,15,16,16a-hexadecahydrocyclopropa[e]pyrrolo[1,2-a][1,4]diazacyclopentadecine-14a-carboxylate). The yield is 59.0%. Reaction SMILES: BrC1C=CC(S(O[C@H:12]2[CH2:45][N:15]3[C:16](=[O:44])[C@@H:17]([NH:36][C:37]([O:39][C:40]([CH3:43])([CH3:42])[CH3:41])=[O:38])[CH2:18][CH2:19][CH2:20][CH2:21][CH2:22][CH:23]=[CH:24][C@@H:25]4[CH2:30][C@@:26]4([C:31]([O:33][CH2:34][CH3:35])=[O:32])[NH:27][C:28](=[O:29])[C@@H:14]3[CH2:13]2)(=O)=O)=CC=1.[F:46][C:47]1[CH:48]=[CH:49][C:50]2[C:59]([CH:60]=1)=[N:58][C:57]([OH:61])=[C:56]1[C:51]=2[CH:52]=[CH:53][CH:54]=[CH:55]1.C(=O)([O-])[O-].[Cs+].[Cs+]>CN(C)C=O>[C:40]([O:39][C:37]([NH:36][C@@H:17]1[C:16](=[O:44])[N:15]2[CH2:45][C@H:12]([O:61][C:57]3[N:58]=[C:59]4[C:50](=[C:51]5[C:56]=3[CH:55]=[CH:54][CH:53]=[CH:52]5)[CH:49]=[CH:48][C:47]([F:46])=[CH:60]4)[CH2:13][C@H:14]2[C:28](=[O:29])[NH:27][C@:26]2([C:31]([O:33][CH2:34][CH3:35])=[O:32])[CH2:30][C@H:25]2[CH:24]=[CH:23][CH2:22][CH2:21][CH2:20][CH2:19][CH2:18]1)=[O:38])([CH3:43])([CH3:42])[CH3:41] |f:2.3.4|. Procedure: A mixture of (2R,6S,13aS,14aR,16aS,Z)-ethyl 2-(4-bromophenylsulfonyloxy)-6-(tert-butoxycarbonylamino)-5,16-dioxo-1,2,3,5,6,7,8,9,10,11,13a,14,14a,15,16,16a-hexadecahydrocyclopropa[e]pyrrolo[1,2-a][1,4]diazacyclopentadecine-14a-carboxylate (1b, 2.3 g, 3.2 mmol), 3-fluorophenanthridin-6-ol (Example 1a, 0.688 g, 3.23 mmol) and cesium carbonate (1.2 g, 3.6 mmol) in dimethylformamide (32 ml) was heated @80° C. for 5 h. The reaction mixture was cooled to room temperature and partitioned between ethyl ... Starting materials: N(C1=CC=CC=C1)C1=NC(=CC(=N1)C)CC(=O)C (2-anilino-4-methyl-6-acetonyl-pyrimidine), C1(=CC=CC=C1)C (toluene), P(=O)(Cl)(Cl)Cl (phosphorus oxychloride). Run in O.C1(=CC=CC=C1)C (water toluene). The product is N(C1=CC=CC=C1)C1=NC(=CC(=N1)C)C=C(C)Cl (2-anilino-4-methyl-6-(2-chloropropen-1-yl)pyrimidine). The yield is 94.3%. RXN SMILES: [NH:1]([C:8]1[N:13]=[C:12]([CH3:14])[CH:11]=[C:10]([CH2:15][C:16]([CH3:18])=O)[N:9]=1)[C:2]1[CH:7]=[CH:6][CH:5]=[CH:4][CH:3]=1.C1(C)C=CC=CC=1.P(Cl)(Cl)([Cl:28])=O>O.C1(C)C=CC=CC=1>[NH:1]([C:8]1[N:13]=[C:12]([CH3:14])[CH:11]=[C:10]([CH:15]=[C:16]([Cl:28])[CH3:18])[N:9]=1)[C:2]1[CH:7]=[CH:6][CH:5]=[CH:4][CH:3]=1 |f:3.4|. Reported procedure: Into a 500 ml reaction flask equipped with a stirrer, a thermometer, a condenser and a dropping funnel, 48.3 g (0.2 mol) of 2-anilino-4-methyl-6-acetonyl-pyrimidine and 200 ml of toluene were charged and dissolved. To this solution, 61.4 g (0.4 mol) of phosphorus oxychloride was dropwise added from the dropping funnel. The mixture was reacted at a temperature of from 88° to 90° C. for further 6 hours. The reaction mixture was cooled and put into a water/toluene solution and subjected to liquid s... Starting materials: ClC=1C(=NNC1C1=CC=CC=C1)C(F)(F)F (4-Chloro-5-phenyl-3-trifluoromethyl-1H-pyrazole), CN(C)C=O (DMF), C(=O)([O-])[O-].[K+].[K+] (K2CO3), ClCC(=O)N1CCN(CC1)C1=CC(=C(C=C1)Br)OC (2-Chloro-1-[4-(4-bromo-3-methoxy-phenyl)-piperazin-1-yl]-ethanone). Run in CCCCCC.C(C)(=O)OCC (hexane ethyl acetate). The product is BrC1=C(C=C(C=C1)N1CCN(CC1)C(CN1N=C(C(=C1C(F)(F)F)Cl)C1=CC=CC=C1)=O)OC (1-[4-(4-Bromo-3-methoxyphenyl)-piperazin-1-yl]-2-(4-chloro-3-phenyl-5-trifluoromethyl-pyrazol-1-yl)-ethanone). RXN SMILES: [Cl:1][C:2]1[C:3]([C:13]([F:16])([F:15])[F:14])=[N:4][NH:5][C:6]=1[C:7]1[CH:12]=[CH:11][CH:10]=[CH:9][CH:8]=1.C([O-])([O-])=O.[K+].[K+].Cl[CH2:24][C:25]([N:27]1[CH2:32][CH2:31][N:30]([C:33]2[CH:38]=[CH:37][C:36]([Br:39])=[C:35]([O:40][CH3:41])[CH:34]=2)[CH2:29][CH2:28]1)=[O:26].CN(C=O)C>CCCCCC.C(OCC)(=O)C>[Br:39][C:36]1[CH:37]=[CH:38][C:33]([N:30]2[CH2:31][CH2:32][N:27]([C:25](=[O:26])[CH2:24][N:4]3[C:3]([C:13]([F:14])([F:16])[F:15])=[C:2]([Cl:1])[C:6]([C:7]4[CH:12]=[CH:11][CH:10]=[CH:9][CH:8]=4)=[N:5]3)[CH2:28][CH2:29]2)=[CH:34][C:35]=1[O:40][CH3:41] |f:1.2.3,6.7|. Procedure details: Protocol T was followed using 4-Chloro-5-phenyl-3-trifluoromethyl-1H-pyrazole, K2CO3, 2-Chloro-1-[4-(4-bromo-3-methoxy-phenyl)-piperazin-1-yl]-ethanone and DMF. Column chromatography using a solvent mixture (hexane/ethyl acetate=2/3) afforded the title compound as a white solid. 1H NMR (400 MHz, CDCl3): 7.42-7.52 (m, 4H), 7.36-7.38 (d, 1H), 6.42-6.46 (d, 1H), 6.34-6.38 (dd, 1H), 4.72 (s, 2H), 3.88 (s, 3H), 3.74-3.78 (m, 2H), 3.54-3.58 (m, 2H), 3.12-3.18 (m, 4H). 13C NMR (400 MHz, CDCl3): 164, 15... Reactants: Cl.NC1=C(C=C(C(=O)O)C=C1)C(C)C (4-Amino-3-isopropylbenzoic acid hydrochloride), CC(=O)O (AcOH), O.O.Cl[Sn]Cl (SnCl2.2H2O), N(=O)[O-].[Na+] (NaNO2). The solvent is Cl (HCl), Cl (HCl), O (water). Conditions: temperature 0 celsius, time 20 minute. Product: Cl.C(C)(C)C=1C=C(C(=O)O)C=CC1NN (3-Isopropyl-4-hydrazinobenzoic acid hydrochloride). Yield: 89.3%. Reaction SMILES: [N:1]([O-])=O.[Na+].Cl.[NH2:6][C:7]1[CH:15]=[CH:14][C:10]([C:11]([OH:13])=[O:12])=[CH:9][C:8]=1[CH:16]([CH3:18])[CH3:17].CC(O)=O.O.O.[Cl:25][Sn]Cl>O.Cl>[ClH:25].[CH:16]([C:8]1[CH:9]=[C:10]([CH:14]=[CH:15][C:7]=1[NH:6][NH2:1])[C:11]([OH:13])=[O:12])([CH3:18])[CH3:17] |f:0.1,2.3,5.6.7,10.11|. Procedure: A solution of 27.7 g of NaNO2 in 250 ml of water is added slowly to a mixture, cooled to -5° C., of 59 g of the product of step C with 1050 ml of AcOH and 1420 ml of concentrated HCl. After 1 hour 20 minutes of stirring at 0° C., the mixture is cooled to -10° C. and a solution of 236 g of SnCl2.2H2O in 250 ml of concentrated HCl is added. The temperature is allowed to rise to RT, and the precipitate is filtered off, washed with concentrated HCl and dried under vacuum to obtain 56.36 g of expecte...